Dataset: the Open Reaction Database (ORD), a public repository of structured organic reaction records. Task: describe an organic reaction: reactants, conditions, products, and yield Reactants: O=C=Nc1cccc(C(F)(F)F)c1, Nc1ccc(Oc2ccnc(-c3nnn[nH]3)c2)cc1. Product: O=C(Nc1ccc(Oc2ccnc(-c3nnn[nH]3)c2)cc1)Nc1cccc(C(F)(F)F)c1. As a reaction SMILES: [F:20][C:21]([c:22]1[cH:23][c:24]([N:28]=[C:29]=[O:30])[cH:25][cH:26][cH:27]1)([F:31])[F:32].[nH:1]1[n:2][n:3][n:4][c:5]1-[c:6]1[n:7][cH:8][cH:9][c:10]([O:12][c:13]2[cH:14][cH:15][c:16]([NH2:19])[cH:17][cH:18]2)[cH:11]1>>[n:1]1[n:2][n:3][nH:4][c:5]1-[c:6]1[n:7][cH:8][cH:9][c:10]([O:12][c:13]2[cH:14][cH:15][c:16]([NH:19][C:29]([NH:28][c:24]3[cH:23][c:22]([C:21]([F:20])([F:31])[F:32])[cH:27][cH:26][cH:25]3)=[O:30])[cH:17][cH:18]2)[cH:11]1. Procedure details: To a solution of 95 mg of N-Boc-2-(S)-methyl-(L)-prolyl-4-(2-cyanophenoxy)-phenylalanine, hydrochloride, 61 mg 3,5-dichlorobenzenesulfonyl chloride, and 2.5 mL of tetrahydrofuran at 0° C. was added 110 uL of diisopropylethylamine via syringe. The reaction was allowed to warm to room temperature and run at said temperature overnight. The reaction was diluted with methylene chloride, washed with water, 1N hydrochloric acid, saturated sodium bicarbonate solution, and saturated salt solution. The or... Reactants: Cl.C(=O)(OC(C)(C)C)N1[C@](C(=O)N[C@@H](CC2=CC=C(C=C2)OC2=C(C=CC=C2)C#N)C(=O)O)(CCC1)C (N-Boc-2-(S)-methyl-(L)-prolyl-4-(2-cyanophenoxy)-phenylalanine, hydrochloride), ClC=1C=C(C=C(C1)Cl)S(=O)(=O)Cl (3,5-dichlorobenzenesulfonyl chloride), O1CCCC1 (tetrahydrofuran), C(C)(C)N(CC)C(C)C (diisopropylethylamine). Yields the product ClC=1C=C(C=C(C1)Cl)S(=O)(=O)N1[C@](C(=O)N[C@@H](CC2=CC=C(C=C2)OC2=C(C=CC=C2)C#N)C(=O)OC)(CCC1)C (N-(3,5-dichlorobenzenesulfonyl)-2-(S)-methyl-(L)-prolyl-4-(2-cyanophenoxy)-phenylalanine, methyl ester). RXN SMILES: Cl.C([N:9]1[CH2:36][CH2:35][CH2:34][C@@:10]1([CH3:37])[C:11]([NH:13][C@H:14]([C:31]([OH:33])=[O:32])[CH2:15][C:16]1[CH:21]=[CH:20][C:19]([O:22][C:23]2[CH:28]=[CH:27][CH:26]=[CH:25][C:24]=2[C:29]#[N:30])=[CH:18][CH:17]=1)=[O:12])(OC(C)(C)C)=O.[Cl:38][C:39]1[CH:40]=[C:41]([S:46](Cl)(=[O:48])=[O:47])[CH:42]=[C:43]([Cl:45])[CH:44]=1.O1CCC[CH2:51]1.C(N(C(C)C)CC)(C)C>C(Cl)Cl>[Cl:38][C:39]1[CH:40]=[C:41]([S:46]([N:9]2[CH2:36][CH2:35][CH2:34][C@@:10]2([CH3:37])[C:11]([NH:13][C@H:14]([C:31]([O:33][CH3:51])=[O:32])[CH2:15][C:16]2[CH:17]=[CH:18][C:19]([O:22][C:23]3[CH:28]=[CH:27][CH:26]=[CH:25][C:24]=3[C:29]#[N:30])=[CH:20][CH:21]=2)=[O:12])(=[O:48])=[O:47])[CH:42]=[C:43]([Cl:45])[CH:44]=1 |f:0.1|. Run in C(Cl)Cl (methylene chloride). The reactants are O=C(Cl)C(=O)Cl, CC(C)n1c(C=CC(=O)O)c(-c2ccc(F)cc2)c2ccccc2c1=O, C1CCOC1. Product: CC(C)n1c(C=CC(=O)Cl)c(-c2ccc(F)cc2)c2ccccc2c1=O. RXN SMILES: [Cl:27][C:28]([C:29]([Cl:30])=[O:31])=[O:32].[F:1][c:2]1[cH:3][cH:4][c:5](-[c:8]2[c:9]([CH:22]=[CH:23][C:24](=[O:25])[OH:26])[n:10]([CH:19]([CH3:20])[CH3:21])[c:11](=[O:18])[c:12]3[cH:13][cH:14][cH:15][cH:16][c:17]23)[cH:6][cH:7]1.[O:33]1[CH2:34][CH2:35][CH2:36][CH2:37]1>>[F:1][c:2]1[cH:3][cH:4][c:5](-[c:8]2[c:9]([CH:22]=[CH:23][C:24](=[O:26])[Cl:27])[n:10]([CH:19]([CH3:20])[CH3:21])[c:11](=[O:18])[c:12]3[cH:13][cH:14][cH:15][cH:16][c:17]23)[cH:6][cH:7]1. Starting materials: S(O)(O)(=O)=O (Sulfuric acid), FC1=C(C=CC(=C1)OC)C(C)=O (1-(2-fluoro-4-methoxyphenyl)ethanone), S(O)(O)(=O)=O (sulfuric acid), [N+](=O)(O)[O-] (nitric acid). Run in O (water). Reaction conditions: temperature -15 celsius, time 20 minute. Product: FC1=C(C=C(C(=C1)OC)[N+](=O)[O-])C(C)=O (1-(2-fluoro-4-methoxy-5-nitro-phenyl)-ethanone). The yield is 82.2%. As a reaction SMILES: S(=O)(=O)(O)O.[F:6][C:7]1[CH:12]=[C:11]([O:13][CH3:14])[CH:10]=[CH:9][C:8]=1[C:15](=[O:17])[CH3:16].[N+:18]([O-])([OH:20])=[O:19]>O>[F:6][C:7]1[CH:12]=[C:11]([O:13][CH3:14])[C:10]([N+:18]([O-:20])=[O:19])=[CH:9][C:8]=1[C:15](=[O:17])[CH3:16]. Reported procedure: Sulfuric acid (157 g, 85.2 ml, 1.6 mol) was cooled to −20° C. and 1-(2-fluoro-4-methoxyphenyl)ethanone (25 g, 149 mmol) was added portionwise in a manner that the temperature was kept below −15° C. Thereafter, a solution of sulfuric acid (64.4 g, 35 ml, 657 mmol) and fumic nitric acid (18.7 g, 12.4 ml, 297 mmol) was added dropwise within 20 minutes keeping the temperature below −15° C. After completion of the addition the viscous reaction mixture was stirred for additional 20 minutes at −15° C. ... Starting materials: CC([O-])=S, COC(=O)C(Br)c1ccc(C(C)(C)C)cc1, CO, CCCCCCC, [K+], O. Reaction SMILES: [C:3]([CH3:4])(=[S:5])[O-:6].[C:8]([CH3:9])([CH3:10])([CH3:11])[c:12]1[cH:13][cH:14][c:15]([CH:18]([C:19](=[O:20])[O:21][CH3:22])[Br:23])[cH:16][cH:17]1.[CH3:1][OH:2].[CH3:24][CH2:25][CH2:26][CH2:27][CH2:28][CH2:29][CH3:30].[K+:7].[OH2:31]>>[C:3]([CH3:4])(=[S:5])[CH:18]([c:15]1[cH:14][cH:13][c:12]([C:8]([CH3:9])([CH3:10])[CH3:11])[cH:17][cH:16]1)[C:19](=[O:20])[O:21][CH3:22]. Product: COC(=O)C(C(C)=S)c1ccc(C(C)(C)C)cc1.